This data is from the Open Reaction Database (ORD), a public repository of structured organic reaction records. The task is: describe an organic reaction: reactants, conditions, products, and yield The reactants are CCCN(CCC)C(=O)c1cc(C(=O)O)cc(-c2ncco2)c1, ClCCCl, CN1CCOCC1, CN(C)C=O, Cl, Cl, CCc1cccc(CNCC(O)C(N)Cc2cc(F)cc(F)c2)c1, O, On1nnc2ccccc21. The product is CCCN(CCC)C(=O)c1cc(C(=O)NC(Cc2cc(F)cc(F)c2)C(O)CNCc2cccc(CC)c2)cc(-c2ncco2)c1. Reaction SMILES: [CH2:1]([CH2:2][CH3:3])[N:4]([C:5](=[O:6])[c:7]1[cH:8][c:9]([C:10](=[O:11])[OH:12])[cH:13][c:14](-[c:16]2[o:17][cH:18][cH:19][n:20]2)[cH:15]1)[CH2:21][CH2:22][CH3:23].[CH2:67]([Cl:68])[CH2:69][Cl:70].[CH3:60][N:61]1[CH2:62][CH2:63][O:64][CH2:65][CH2:66]1.[CH3:71][N:72]([CH3:73])[CH:74]=[O:75].[ClH:24].[ClH:25].[NH2:26][CH:27]([CH:28]([CH2:29][NH:30][CH2:31][c:32]1[cH:33][c:34]([CH2:38][CH3:39])[cH:35][cH:36][cH:37]1)[OH:40])[CH2:41][c:42]1[cH:43][c:44]([F:49])[cH:45][c:46]([F:48])[cH:47]1.[OH2:76].[OH:50][n:51]1[c:52]2[c:53]([cH:54][cH:55][cH:56][cH:57]2)[n:58][n:59]1>>[CH2:1]([CH2:2][CH3:3])[N:4]([C:5](=[O:6])[c:7]1[cH:8][c:9]([C:10](=[O:12])[NH:26][CH:27]([CH:28]([CH2:29][NH:30][CH2:31][c:32]2[cH:33][c:34]([CH2:38][CH3:39])[cH:35][cH:36][cH:37]2)[OH:40])[CH2:41][c:42]2[cH:43][c:44]([F:49])[cH:45][c:46]([F:48])[cH:47]2)[cH:13][c:14](-[c:16]2[o:17][cH:18][cH:19][n:20]2)[cH:15]1)[CH2:21][CH2:22][CH3:23].